From a dataset of the Open Reaction Database (ORD), a public repository of structured organic reaction records. describe an organic reaction: reactants, conditions, products, and yield Starting materials: CC(C)(C)OC(=O)N1CCC(c2ccc(OCCCOCc3ccccc3)cc2)C(O)C1, CN(C)C=O, C[Si](C)(C)CCOCOc1ccc2cc(CCl)ccc2c1, [H-], [Na+]. The product is CC(C)(C)OC(=O)N1CCC(c2ccc(OCCCOCc3ccccc3)cc2)C(OCc2ccc3cc(OCOCC[Si](C)(C)C)ccc3c2)C1. RXN SMILES: [CH2:1]([c:2]1[cH:3][cH:4][cH:5][cH:6][cH:7]1)[O:8][CH2:9][CH2:10][CH2:11][O:12][c:13]1[cH:14][cH:15][c:16]([CH:19]2[CH:20]([OH:32])[CH2:21][N:22]([C:25](=[O:26])[O:27][C:28]([CH3:29])([CH3:30])[CH3:31])[CH2:23][CH2:24]2)[cH:17][cH:18]1.[CH3:56][N:57]([CH3:58])[CH:59]=[O:60].[Cl:33][CH2:34][c:35]1[cH:36][c:37]2[cH:38][cH:39][c:40]([O:45][CH2:46][O:47][CH2:48][CH2:49][Si:50]([CH3:51])([CH3:52])[CH3:53])[cH:41][c:42]2[cH:43][cH:44]1.[H-:54].[Na+:55]>>[CH2:1]([c:2]1[cH:3][cH:4][cH:5][cH:6][cH:7]1)[O:8][CH2:9][CH2:10][CH2:11][O:12][c:13]1[cH:14][cH:15][c:16]([CH:19]2[CH:20]([O:32][CH2:34][c:35]3[cH:36][c:37]4[cH:38][cH:39][c:40]([O:45][CH2:46][O:47][CH2:48][CH2:49][Si:50]([CH3:51])([CH3:52])[CH3:53])[cH:41][c:42]4[cH:43][cH:44]3)[CH2:21][N:22]([C:25](=[O:26])[O:27][C:28]([CH3:29])([CH3:30])[CH3:31])[CH2:23][CH2:24]2)[cH:17][cH:18]1. Starting materials: [O-]Cl=O.[Na+] (NaClO2), OP(=O)(O)[O-].[K+] (KH2PO4), C(C1=CC=CC=C1)(C1=CC=CC=C1)N1CC(C1)N1N=C(C2=CC=C(C=C12)F)C=1N=C2C(=NC1)N(C=C2C=O)COCC[Si](C)(C)C (2-[1-(1-benzhydryl-azetidin-3-yl)-6-fluoro-1H-indazol-3-yl]-5-(2-trimethylsilanyl-ethoxymethyl)-5H-pyrrolo[2,3-b]pyrazine-7-carbaldehyde), S(N)(O)(=O)=O (sulfamic acid). Run in O (water), O (water), O1CCOCC1 (1,4-dioxane), O (water). Conditions: time 8 hour. Yields the product C(C1=CC=CC=C1)(C1=CC=CC=C1)N1CC(C1)N1N=C(C2=CC=C(C=C12)F)C=1N=C2C(=NC1)N(C=C2C(=O)O)COCC[Si](C)(C)C (2-[1-(1-benzhydryl-azetidin-3-yl)-6-fluoro-1H-indazol-3-yl]-5-(2-trimethylsilanyl-ethoxymethyl)-5H-pyrrolo[2,3-b]pyrazine-7-carboxylic acid). Yield: 25.7%. Reaction SMILES: [CH:1]([N:14]1[CH2:17][CH:16]([N:18]2[C:26]3[C:21](=[CH:22][CH:23]=[C:24]([F:27])[CH:25]=3)[C:20]([C:28]3[N:29]=[C:30]4[C:36]([CH:37]=[O:38])=[CH:35][N:34]([CH2:39][O:40][CH2:41][CH2:42][Si:43]([CH3:46])([CH3:45])[CH3:44])[C:31]4=[N:32][CH:33]=3)=[N:19]2)[CH2:15]1)([C:8]1[CH:13]=[CH:12][CH:11]=[CH:10][CH:9]=1)[C:2]1[CH:7]=[CH:6][CH:5]=[CH:4][CH:3]=1.S(=O)(=O)([OH:49])N.[O-]Cl=O.[Na+].OP([O-])(O)=O.[K+]>O1CCOCC1.O>[CH:1]([N:14]1[CH2:17][CH:16]([N:18]2[C:26]3[C:21](=[CH:22][CH:23]=[C:24]([F:27])[CH:25]=3)[C:20]([C:28]3[N:29]=[C:30]4[C:36]([C:37]([OH:49])=[O:38])=[CH:35][N:34]([CH2:39][O:40][CH2:41][CH2:42][Si:43]([CH3:46])([CH3:45])[CH3:44])[C:31]4=[N:32][CH:33]=3)=[N:19]2)[CH2:15]1)([C:8]1[CH:13]=[CH:12][CH:11]=[CH:10][CH:9]=1)[C:2]1[CH:7]=[CH:6][CH:5]=[CH:4][CH:3]=1 |f:2.3,4.5|. Reported procedure: To a solution of 2-[1-(1-benzhydryl-azetidin-3-yl)-6-fluoro-1H-indazol-3-yl]-5-(2-trimethylsilanyl-ethoxymethyl)-5H-pyrrolo[2,3-b]pyrazine-7-carbaldehyde (170 mg, 0.27 mmol) in 1,4-dioxane (10 mL) and water (2 mL) at 0° C. was added sulfamic acid (157 mg, 1.61 mmol). Then added a solution of NaClO2 (43 mg, 0.37 mmol) and KH2PO4 (439 mg, 3.22 mmol) in water (4 mL) dropwise over 5 min. The ice bath was removed and the yellow cloudy reaction mixture was stirred at room temperature overnight. The mi... The reactants are CN(C)C=O, CCN(C(C)C)C(C)C, O=[N+]([O-])c1c(F)cc(C2CC2)cc1F, CC(C)(C)OC(=O)N1CCC(N)CC1. The product is CC(C)(C)OC(=O)N1CCC(Nc2cc(C3CC3)cc(F)c2[N+](=O)[O-])CC1. Reaction SMILES: [CH3:38][N:39]([CH3:40])[CH:41]=[O:42].[CH:15]([N:16]([CH:17]([CH3:18])[CH3:19])[CH2:20][CH3:21])([CH3:22])[CH3:23].[CH:24]1([c:27]2[cH:28][c:29]([F:37])[c:30]([N+:34](=[O:35])[O-:36])[c:31]([F:33])[cH:32]2)[CH2:25][CH2:26]1.[NH2:1][CH:2]1[CH2:3][CH2:4][N:5]([C:8](=[O:9])[O:10][C:11]([CH3:12])([CH3:13])[CH3:14])[CH2:6][CH2:7]1>>[NH:1]([CH:2]1[CH2:3][CH2:4][N:5]([C:8](=[O:9])[O:10][C:11]([CH3:12])([CH3:13])[CH3:14])[CH2:6][CH2:7]1)[c:29]1[cH:28][c:27]([CH:24]2[CH2:25][CH2:26]2)[cH:32][c:31]([F:33])[c:30]1[N+:34](=[O:35])[O-:36]. Starting materials: NC=1C2=C(SC1)C=CC(=C2)C(F)(F)F (3-amino-5-trifluoromethylbenzo[b]thiophene), NC=1C2=C(SC1)C=CC(=C2)C(F)(F)F (3-amino-5-trifluoromethylbenzo[b]thiophene), Cl.ClC1=CC=NC=C1 (4-chloropyridine hydrochloride), O (water), Cl.ClC1=CC=NC=C1 (4-chloropyridine hydrochloride). Run in CO (methanol), C(C)(=O)OCC (ethyl acetate), CN1C(CCC1)=O (1-methyl-2-pyrrolidinone), CN1C(CCC1)=O (1-methyl-2-pyrrolidinone). The product is Cl.FC(C1=CC2=C(SC=C2NC2=CC=NC=C2)C=C1)(F)F (N-(5-Trifluoromethylbenzo[b]thien-3-yl)-4-pyridinamine hydrochloride). Yield: 95.3%. RXN SMILES: [NH2:1][C:2]1[C:3]2[CH:10]=[C:9]([C:11]([F:14])([F:13])[F:12])[CH:8]=[CH:7][C:4]=2[S:5][CH:6]=1.Cl.[Cl:16][C:17]1[CH:22]=[CH:21][N:20]=[CH:19][CH:18]=1.O>CN1CCCC1=O.CO.C(OCC)(=O)C>[ClH:16].[F:13][C:11]([F:14])([F:12])[C:9]1[CH:8]=[CH:7][C:4]2[S:5][CH:6]=[C:2]([NH:1][C:17]3[CH:22]=[CH:21][N:20]=[CH:19][CH:18]=3)[C:3]=2[CH:10]=1 |f:1.2,7.8|. Procedure: A solution of 3-amino-5-trifluoromethylbenzo[b]thiophene (27 g, 124 mmol) and 4-chloropyridine hydrochloride (20.5 g, 137 mmol) in 250 mL of 1-methyl-2-pyrrolidinone was stirred at 70-80° C. for 1.5 hours. After cooling, the reaction mixture was stirred with water, washed with ether and separated. The aqueous layer was basified with a saturated sodium carbonate solution and the product which precipitated was collected. The reaction was repeated as above with an additional sample of 3-amino-5-tri...